From a dataset of the Open Reaction Database (ORD), a public repository of structured organic reaction records. describe an organic reaction: reactants, conditions, products, and yield The reactants are CCN(CC)CCNc1ccc(C=CC(=O)OC)cc1[N+](=O)[O-], CC(=O)O, Cl[Sn](Cl)(Cl)Cl. Yields the product CCN(CC)CCNc1ccc(C=CC(=O)OC)cc1N. As a reaction SMILES: [CH3:1][O:2][C:3]([CH:4]=[CH:5][c:6]1[cH:7][c:8]([N+:20]([O-:21])=[O:22])[c:9]([NH:12][CH2:13][CH2:14][N:15]([CH2:16][CH3:17])[CH2:18][CH3:19])[cH:10][cH:11]1)=[O:23].[CH3:24][C:25](=[O:26])[OH:27].[Sn:28]([Cl:29])([Cl:30])([Cl:31])[Cl:32]>>[CH3:1][O:2][C:3]([CH:4]=[CH:5][c:6]1[cH:7][c:8]([NH2:20])[c:9]([NH:12][CH2:13][CH2:14][N:15]([CH2:16][CH3:17])[CH2:18][CH3:19])[cH:10][cH:11]1)=[O:23]. Procedure: Under an argon atmosphere, 6-methoxy-1-naphthoic acid (synthesized by the process of J. D. Moseley and J. P. Gilday, Tetrahedron, 62, 4690-4697 (2006)) (1.20 g, 5.93 mmol) was dissolved in thionyl chloride (5.00 mL, 68.8 mmol) and the solution was heated to reflux for 3 hours. After cooling to room temperature, the mixture was concentrated under reduced pressure to give the crude product of 6-methoxy-1-naphthoyl chloride (22) as a colorless oil. The product was used in the following reaction wit... RXN SMILES: [CH3:1][O:2][C:3]1[CH:4]=[C:5]2[C:10](=[CH:11][CH:12]=1)[C:9]([C:13]([OH:15])=O)=[CH:8][CH:7]=[CH:6]2.S(Cl)([Cl:18])=O>>[CH3:1][O:2][C:3]1[CH:4]=[C:5]2[C:10](=[CH:11][CH:12]=1)[C:9]([C:13]([Cl:18])=[O:15])=[CH:8][CH:7]=[CH:6]2. Product: crude product, COC=1C=C2C=CC=C(C2=CC1)C(=O)Cl (6-methoxy-1-naphthoyl chloride). Starting materials: COC=1C=C2C=CC=C(C2=CC1)C(=O)O (6-methoxy-1-naphthoic acid), S(=O)(Cl)Cl (thionyl chloride). The product is C(C1=CC=CC=C1)(=O)SCCC(=O)N1C(CCC2=CC=CC=C12)C(=O)O ((±)-1-(3-benzoylthio-1-oxopropyl)-1,2,3,4-tetrahydro-2-quinolinecarboxylic acid). Solvent: CC(C)O (2-propanol), CC(C)O (2-propanol). Reactants: C1(CCCCC1)NC1CCCCC1.C(C1=CC=CC=C1)(=O)SCCC(=O)N1C(CCC2=CC=CC=C12)C(=O)O ((±)-1-(3-benzoylthio-1-oxopropyl)-1,2,3,4-tetrahydro-2-quinolinecarboxylic acid dicyclohexylamine salt), Cl (hydrogen chloride). RXN SMILES: C1(NC2CCCCC2)CCCCC1.[C:14]([S:22][CH2:23][CH2:24][C:25]([N:27]1[C:36]2[C:31](=[CH:32][CH:33]=[CH:34][CH:35]=2)[CH2:30][CH2:29][CH:28]1[C:37]([OH:39])=[O:38])=[O:26])(=[O:21])[C:15]1[CH:20]=[CH:19][CH:18]=[CH:17][CH:16]=1.Cl>CC(O)C>[C:14]([S:22][CH2:23][CH2:24][C:25]([N:27]1[C:36]2[C:31](=[CH:32][CH:33]=[CH:34][CH:35]=2)[CH2:30][CH2:29][CH:28]1[C:37]([OH:39])=[O:38])=[O:26])(=[O:21])[C:15]1[CH:20]=[CH:19][CH:18]=[CH:17][CH:16]=1 |f:0.1|. Procedure: The (±)-1-(3-benzoylthio-1-oxopropyl)-1,2,3,4-tetrahydro-2-quinolinecarboxylic acid dicyclohexylamine salt thus obtained (35.6 g) was suspended in 2-propanol (200 ml) and this mixture was treated with a solution of dry hydrogen chloride in 2-propanol (27 ml) with cooling in an ice bath. The resulting dicyclohexylamine hydrochloride was filtered and washed twice with 2-propanol (20 ml). The combined filtrate and washings were concentrated under reduced pressure. The residue was dissolved in ether... The reactants are C(C1=CC=CC=C1)OC(=O)NC(CC(=O)NC1C(NC2=C(CC1)C=CC=C2)=O)(C)C (3-benzyloxycarbonylamino-3-methyl-N-[2,3,4,5-tetrahydro-2-oxo-1H-1-benzazepin-3-yl ]-butanamide), BrCC1=CC=C(C=C1)C=1C(=CC=CC1)C(=O)OC (methyl 4'-bromomethyl-1,1'-biphenyl-2-carboxylate), C38H39N3O6. Product: C(C1=CC=CC=C1)OC(=O)NC(CC(=O)NC1C(N(C2=C(CC1)C=CC=C2)CC2=CC=C(C=C2)C2=C(C=CC=C2)C(=O)OC)=O)(C)C (3-Benzyloxycarbonylamino-3-methyl-N-[2,3,4,5-tetrahydro-2-oxo-1-[[2'-carbomethoxy-[1,1'-biphenyl]-4-yl]methyl]-1H-1-benzazepin-3-yl]-butanamide). Reaction SMILES: [CH2:1]([O:8][C:9]([NH:11][C:12]([CH3:30])([CH3:29])[CH2:13][C:14]([NH:16][CH:17]1[CH2:23][CH2:22][C:21]2[CH:24]=[CH:25][CH:26]=[CH:27][C:20]=2[NH:19][C:18]1=[O:28])=[O:15])=[O:10])[C:2]1[CH:7]=[CH:6][CH:5]=[CH:4][CH:3]=1.Br[CH2:32][C:33]1[CH:38]=[CH:37][C:36]([C:39]2[C:40]([C:45]([O:47][CH3:48])=[O:46])=[CH:41][CH:42]=[CH:43][CH:44]=2)=[CH:35][CH:34]=1>>[CH2:1]([O:8][C:9]([NH:11][C:12]([CH3:30])([CH3:29])[CH2:13][C:14]([NH:16][CH:17]1[CH2:23][CH2:22][C:21]2[CH:24]=[CH:25][CH:26]=[CH:27][C:20]=2[N:19]([CH2:32][C:33]2[CH:38]=[CH:37][C:36]([C:39]3[CH:44]=[CH:43][CH:42]=[CH:41][C:40]=3[C:45]([O:47][CH3:48])=[O:46])=[CH:35][CH:34]=2)[C:18]1=[O:28])=[O:15])=[O:10])[C:2]1[CH:7]=[CH:6][CH:5]=[CH:4][CH:3]=1. Procedure details: Prepared from 3-benzyloxycarbonylamino-3-methyl-N-[2,3,4,5-tetrahydro-2-oxo-1H-1-benzazepin-3-yl ]-butanamide (Example 51, Step A) and methyl 4'-bromomethyl-1,1'-biphenyl-2-carboxylate (prepared by the method of D. J. Carinie et al, EPO publication 324,377) by the procedure described in Example 1, Step K. 1H NMR (300 MHz, CDCl3): 1.37 (s,3H), 1.39 (s,3H), 1.75 (m,1H), 2.3-2.6 (m,5H), 3.52 (s,3H), 4.50 (m,1H), 4.80 (d,14Hz,1H), 5.06 (s,2H), 5.34 (d,14Hz,1H), 5.65 (s,1H), 6.72 (d,7Hz,1H), 7.1-7.4 ...